From a dataset of the Open Reaction Database (ORD), a public repository of structured organic reaction records. describe an organic reaction: reactants, conditions, products, and yield Starting materials: [Al] (aluminum), S(O)(O)(=O)=O (sulfuric acid). Run in O (water). The product is S(=O)(=O)([O-])[O-].[Al+3].S(=O)(=O)([O-])[O-].S(=O)(=O)([O-])[O-].[Al+3] (aluminum sulfate). RXN SMILES: [Al:1].[S:2](=[O:6])(=[O:5])([OH:4])[OH:3]>O>[S:2]([O-:6])([O-:5])(=[O:4])=[O:3].[Al+3:1].[S:2]([O-:6])([O-:5])(=[O:4])=[O:3].[S:2]([O-:6])([O-:5])(=[O:4])=[O:3].[Al+3:1] |f:3.4.5.6.7|. Procedure: With additional reference to FIG. 2, the aluminum-containing residue or char from the kiln is introduced into a batch or continuous reactor 26 as by conveyor 29 and mixed therein with a sulfuric acid solution, as from vessel 27, heated water, as from vessel 28, direct steam, as from source 30 and preferably using thermal energy recovered from the hot gases in steam boiler 22 by various heat exchangers associated with vessels 27 and 28 and steam source 30 in a manner well-known to those of ordina... Starting materials: NC1=CC=C2C=3C=C(C=C(C3NC2=C1)C(=O)N)Br (7-amino-3-bromo-9H-carbazole-1-carboxamide), Cl.ClCCN(C)CCCl (2-chloro-N-(2-chloroethyl)-N-methylethanamine hydrochloride), CN(CCCl)CCCl.Cl (Mechlorethamine HCl), C([O-])([O-])=O.[Na+].[Na+] (sodium carbonate). The solvent is CC(C)(C)O (t-BuOH). Reaction conditions: temperature 80 celsius. Yields the product BrC=1C=C(C=2NC3=CC(=CC=C3C2C1)N1CCN(CC1)C)C(=O)N (3-bromo-7-(4-methylpiperazin-1-yl)-9H-carbazole-1-carboxamide). RXN SMILES: [NH2:1][C:2]1[CH:14]=[C:13]2[C:5]([C:6]3[CH:7]=[C:8]([Br:18])[CH:9]=[C:10]([C:15]([NH2:17])=[O:16])[C:11]=3[NH:12]2)=[CH:4][CH:3]=1.Cl.Cl[CH2:21][CH2:22][N:23]([CH2:25][CH2:26]Cl)[CH3:24].C(=O)([O-])[O-].[Na+].[Na+]>CC(O)(C)C>[Br:18][C:8]1[CH:9]=[C:10]([C:15]([NH2:17])=[O:16])[C:11]2[NH:12][C:13]3[C:5]([C:6]=2[CH:7]=1)=[CH:4][CH:3]=[C:2]([N:1]1[CH2:26][CH2:25][N:23]([CH3:24])[CH2:22][CH2:21]1)[CH:14]=3 |f:1.2,3.4.5|. Procedure details: 7-Amino-3-bromo-9H-carbazole-1-carboxamide 470B (250 mg, 0.822 mmol), 2-chloro-N-(2-chloroethyl)-N-methylethanamine hydrochloride, Mechlorethamine HCl (316 mg, 1.644 mmol) and sodium carbonate (436 mg, 4.11 mmol) were mixed in t-BuOH (5 mL) in a sealed microwave vial. The vial was degassed and filled with N2. The mixture was heated at 80° C. for 16 hrs in an oil bath. 6 ml of DMF was added to the mixture and the mixture was heated in microwave at 160° C. for 1 hr. The mixture was concentrated an... The reactants are COC=1C(=CC(=C(C1)N(CCN(C(OC(C)(C)C)=O)C)C)[N+](=O)[O-])NC1=NC=CC(=N1)C1=CN(C2=CC=CC=C12)C (tert-Butyl N-[2-[[5-methoxy-4-[[4-(1-methylindol-3-yl)pyrimidin-2-yl]amino]-2-nitrophenyl]-methylamino]ethyl]-N-methylcarbamate), COC=1C(=CC(=C(C1)N(CCN(C(OC(C)(C)C)=O)C)C)[N+](=O)[O-])NC1=NC=CC(=N1)C1=CN(C2=CC=CC=C12)C (tert-Butyl N-[2-[[5-methoxy-4-[[4-(1-methylindol-3-yl)pyrimidin-2-yl]amino]-2-nitrophenyl]-methylamino]ethyl]-N-methylcarbamate), [NH4+].[Cl-] (NH4Cl), O (water). The reagents and catalysts are [Fe] (iron). Solvent: C(C)O (ethanol). Run at temperature 100 celsius. The product is NC1=C(C=C(C(=C1)NC1=NC=CC(=N1)C1=CN(C2=CC=CC=C12)C)OC)N(CCN(C(OC(C)(C)C)=O)C)C (tert-Butyl N-[2-[[2-amino-5-methoxy-4-[[4-(1-methylindol-3-yl)pyrimidin-2-yl]amino]phenyl]-methylamino]ethyl]-N-methylcarbamate). Isolated yield 94.0%. Reaction SMILES: [CH3:1][O:2][C:3]1[C:4]([NH:25][C:26]2[N:31]=[C:30]([C:32]3[C:40]4[C:35](=[CH:36][CH:37]=[CH:38][CH:39]=4)[N:34]([CH3:41])[CH:33]=3)[CH:29]=[CH:28][N:27]=2)=[CH:5][C:6]([N+:22]([O-])=O)=[C:7]([N:9]([CH3:21])[CH2:10][CH2:11][N:12]([CH3:20])[C:13](=[O:19])[O:14][C:15]([CH3:18])([CH3:17])[CH3:16])[CH:8]=1.[NH4+].[Cl-].O>C(O)C.[Fe]>[NH2:22][C:6]1[CH:5]=[C:4]([NH:25][C:26]2[N:31]=[C:30]([C:32]3[C:40]4[C:35](=[CH:36][CH:37]=[CH:38][CH:39]=4)[N:34]([CH3:41])[CH:33]=3)[CH:29]=[CH:28][N:27]=2)[C:3]([O:2][CH3:1])=[CH:8][C:7]=1[N:9]([CH3:21])[CH2:10][CH2:11][N:12]([CH3:20])[C:13](=[O:19])[O:14][C:15]([CH3:18])([CH3:16])[CH3:17] |f:1.2|. Procedure details: tert-Butyl N-[2-[[5-methoxy-4-[[4-(1-methylindol-3-yl)pyrimidin-2-yl]amino]-2-nitrophenyl]-methylamino]ethyl]-N-methylcarbamate (Intermediate 172, 428 mg, 0.76 mmol), iron (255 mg, 4.57 mmol) and NH4Cl (30.6 mg, 0.57 mmol) were heated in ethanol (16 mL) and water (5.33 mL) at reflux for 1.5 h (heating block at 100° C.) and then the mixture was cooled and concentrated in vacuo. The resulting residue was triturated in 10% CH3OH/CH2Cl2 (30 mL) and filtered. The residues were triturated again with 1... Starting materials: CN(CCNC1=C(C=C(C(=O)NC)C=C1)[N+](=O)[O-])C (4-{[2-(dimethylamino)ethyl]amino}-N-methyl-3-nitrobenzamide). Reagents/catalysts: [C].[Pd] (palladium-carbon). Run in C(C)(=O)OCC (ethyl acetate), C(C)O (ethanol). Run at time 4.5 hour. The product is NC=1C=C(C(=O)NC)C=CC1NCCN(C)C (3-Amino-4-{[2-(dimethylamino)ethyl]amino}-N-methylbenzamide). Isolated yield 87.7%. RXN SMILES: [CH3:1][N:2]([CH3:19])[CH2:3][CH2:4][NH:5][C:6]1[CH:15]=[CH:14][C:9]([C:10]([NH:12][CH3:13])=[O:11])=[CH:8][C:7]=1[N+:16]([O-])=O>C(OCC)(=O)C.C(O)C.[C].[Pd]>[NH2:16][C:7]1[CH:8]=[C:9]([CH:14]=[CH:15][C:6]=1[NH:5][CH2:4][CH2:3][N:2]([CH3:1])[CH3:19])[C:10]([NH:12][CH3:13])=[O:11] |f:3.4|. Procedure details: 10% of palladium-carbon (0.738 g) was added to a solution containing 4-{[2-(dimethylamino)ethyl]amino}-N-methyl-3-nitrobenzamide (3.679 g) in a mixture of ethyl acetate (40 ml) and ethanol (37 ml), and the mixture was stirred for 4.5 hours under a hydrogen gas atmosphere at room temperature. After the catalyst was removed out by filtration, the filtrate was concentrated. The residue, with ethyl acetate added thereto, was washed with 1N sodium hydroxide aqueous solution and saturated brine succes... The reactants are [Cl-].ClC1=CC(=C(C(=C1C[P+](C1=CC=CC=C1)(C1=CC=CC=C1)C1=CC=CC=C1)C)C)OC (6-chloro-4-methoxy-2,3-dimethylbenzyl triphenylphosphonium chloride), F/C(/C(=C/C(=O)OCC)/C)=C\C=C(\C=O)/C (ethyl (E,Z,E)-4-fluoro-3,7-dimethyl-8-oxo-2,4,6-octatrienoate), C1C(CC)O1 (1,2-butylene oxide). The solvent is CCOCC (ether). Yields the product ClC1=CC(=C(C(=C1/C=C/C(=C/C=C(/C(=C/C(=O)OCC)/C)\F)/C)C)C)OC (ethyl (E,Z,E,E)-9-(6-chloro-4-methoxy-2,3-dimethylphenyl)-4-fluoro-3,7-dimethyl-2,4,6,8-nonatetraenoate). The yield is 35.0%. RXN SMILES: [Cl-].[Cl:2][C:3]1[C:8]([CH2:9][P+](C2C=CC=CC=2)(C2C=CC=CC=2)C2C=CC=CC=2)=[C:7]([CH3:29])[C:6]([CH3:30])=[C:5]([O:31][CH3:32])[CH:4]=1.[F:33]/[C:34](=[CH:43]\[CH:44]=[C:45](/[CH3:48])\[CH:46]=O)/[C:35](/[CH3:42])=[CH:36]/[C:37]([O:39][CH2:40][CH3:41])=[O:38].C1OC1CC>CCOCC>[Cl:2][C:3]1[C:8](/[CH:9]=[CH:48]/[C:45](/[CH3:46])=[CH:44]/[CH:43]=[C:34](\[F:33])/[C:35](/[CH3:42])=[CH:36]/[C:37]([O:39][CH2:40][CH3:41])=[O:38])=[C:7]([CH3:29])[C:6]([CH3:30])=[C:5]([O:31][CH3:32])[CH:4]=1 |f:0.1|. Procedure: A mixture of 6.0 g. (12.46 mmol) of 6-chloro-4-methoxy-2,3-dimethylbenzyl triphenylphosphonium chloride and 2.71 g. of ethyl (E,Z,E)-4-fluoro-3,7-dimethyl-8-oxo-2,4,6-octatrienoate in 15 ml. of 1,2-butylene oxide was heated at 110° C. in a sealed tube for 60 hours. The resulting mixture was worked up with ether in the usual manner to give 13.53 g. of crude product. This material was chromatographed on 300 g. of silica gel. Elution with 1:4 ether-petroleum ether yielded 4.65 g. of yellow crystals...